From a dataset of the Open Reaction Database (ORD), a public repository of structured organic reaction records. describe an organic reaction: reactants, conditions, products, and yield Reactants: COc1ccc(C(=O)Cl)cc1, CC=Cc1cc2ccccc2s1, ClCCl, O, Cl[Sn](Cl)(Cl)Cl. The product is CC=Cc1sc2ccccc2c1C(=O)c1ccc(OC)cc1. Reaction SMILES: [C:18]([c:19]1[cH:20][cH:21][c:22]([O:25][CH3:26])[cH:23][cH:24]1)(=[O:27])[Cl:28].[CH3:6][CH:7]=[CH:8][c:9]1[cH:10][c:11]2[c:12]([s:13]1)[cH:14][cH:15][cH:16][cH:17]2.[Cl:29][CH2:30][Cl:31].[OH2:32].[Sn:1]([Cl:2])([Cl:3])([Cl:4])[Cl:5]>>[CH3:6][CH:7]=[CH:8][c:9]1[c:10]([C:18]([c:19]2[cH:20][cH:21][c:22]([O:25][CH3:26])[cH:23][cH:24]2)=[O:27])[c:11]2[c:12]([s:13]1)[cH:14][cH:15][cH:16][cH:17]2.